This data is from the Open Reaction Database (ORD), a public repository of structured organic reaction records. The task is: describe an organic reaction: reactants, conditions, products, and yield Run at temperature 190 celsius, time 48 hour. Reported procedure: 2-Hydrazinopyridine (1.3 g, 11.8 mmol) and 7-methoxy-1,1-dimethyl-3,4-dihydro-1H-naphthalen-2-one (Compound A2, 2.4 g, 11.8 mmol) were dissolved in NMP (60 mL), and stirred at 190° C. for 48 hr. The reaction solution was diluted with ethyl acetate, washed with water and dried over magnesium sulfate. The drying agent was removed by filtration and the residues obtained after concentration under reduced pressure were purified by silica gel column chromatography (hexane/ethyl acetate) to obtain the ... Run in CN1CCCC1=O (NMP), C(C)(=O)OCC (ethyl acetate). Reactants: N(N)C1=NC=CC=C1 (2-Hydrazinopyridine), COC1=CC=C2CCC(C(C2=C1)(C)C)=O (7-Methoxy-1,1-dimethyl-3,4-dihydro-1H-naphthalen-2-one), COC1=CC=C2CCC(C(C2=C1)(C)C)=O (7-Methoxy-1,1-dimethyl-3,4-dihydro-1H-naphthalen-2-one). As a reaction SMILES: [NH:1]([C:3]1[CH:8]=[CH:7][CH:6]=[CH:5][N:4]=1)N.[CH3:9][O:10][C:11]1[CH:20]=[C:19]2[C:14]([CH2:15][CH2:16][C:17](=O)[C:18]2([CH3:22])[CH3:21])=[CH:13][CH:12]=1>CN1C(=O)CCC1.C(OCC)(=O)C>[CH3:9][O:10][C:11]1[CH:12]=[CH:13][C:14]2[CH2:15][C:16]3[C:8]4[CH:7]=[CH:6][CH:5]=[N:4][C:3]=4[NH:1][C:17]=3[C:18]([CH3:21])([CH3:22])[C:19]=2[CH:20]=1. Product: COC=1C=CC2=C(C(C=3NC=4N=CC=CC4C3C2)(C)C)C1 (8-Methoxy-10,10-dimethyl-10,11-dihydro-5H-1,11-diaza-benzo[B]fluorene). Reactants: [OH-].[Na+] (sodium hydroxide), OC1=CC=C(CN2C=C(C(=C2)C2=CC=CC=C2)CCC(=O)OCC)C=C1 (ethyl 3-[1-(4-hydroxybenzyl)-4-phenyl-3-pyrrolyl]propionate), Cl.N1=C(C=CC=C1)CCl (2-picolyl chloride hydrochloride), C([O-])([O-])=O.[K+].[K+] (potassium carbonate). The solvent is C(C)O (ethanol), O1CCCC1 (tetrahydrofuran), CN(C=O)C (N,N-dimethylformamide), O (water). Conditions: time 8 hour. The product is C1(=CC=CC=C1)C=1C(=CN(C1)CC1=CC=C(C=C1)OCC1=NC=CC=C1)CCC(=O)O (3-[4-phenyl-1-[4-(2-pyridylmethoxy)benzyl]-3-pyrrolyl]propionic acid). The yield is 68.5%. Reaction SMILES: [OH:1][C:2]1[CH:26]=[CH:25][C:5]([CH2:6][N:7]2[CH:11]=[C:10]([C:12]3[CH:17]=[CH:16][CH:15]=[CH:14][CH:13]=3)[C:9]([CH2:18][CH2:19][C:20]([O:22]CC)=[O:21])=[CH:8]2)=[CH:4][CH:3]=1.Cl.[N:28]1[CH:33]=[CH:32][CH:31]=[CH:30][C:29]=1[CH2:34]Cl.C(=O)([O-])[O-].[K+].[K+].[OH-].[Na+]>C(O)C.O1CCCC1.O.CN(C)C=O>[C:12]1([C:10]2[C:9]([CH2:18][CH2:19][C:20]([OH:22])=[O:21])=[CH:8][N:7]([CH2:6][C:5]3[CH:25]=[CH:26][C:2]([O:1][CH2:34][C:29]4[CH:30]=[CH:31][CH:32]=[CH:33][N:28]=4)=[CH:3][CH:4]=3)[CH:11]=2)[CH:13]=[CH:14][CH:15]=[CH:16][CH:17]=1 |f:1.2,3.4.5,6.7|. Procedure details: A mixture of ethyl 3-[1-(4-hydroxybenzyl)-4-phenyl-3-pyrrolyl]propionate (1.31 g), 2-picolyl chloride hydrochloride (0.73 g), potassium carbonate (0.69 g) and N,N-dimethylformamide (15 ml) was stirred at room temperature overnight. The reaction mixture was poured into water, which was extracted with ethyl acetate. The ethyl acetate layer was washed with saturated aqueous sodium chloride solution, dried (MgSO4), and then concentrated. The residue was subjected to silica gel column chromatography,... Starting materials: C(C1=CC=CC=C1)(C1=CC=CC=C1)C1CN(C2CCCCC2N1)C(=O)OC(C)(C)C (Tert-Butyl (3RS,4aSR,8aSR)-3-benzhydryloctahydroquinoxaline-1-carboxylate), Cl (hydrogen chloride). Run in C(C)(=O)OCC (ethyl acetate). Conditions: time 3 hour. Yields the product Cl.Cl.C(C1=CC=CC=C1)(C1=CC=CC=C1)C1NC2CCCCC2NC1 ((2RS,4aSR,8aSR)-2-benzhydryldecahydroquinoxaline dihydrochloride). Reaction SMILES: [CH:1]([CH:14]1[NH:23][CH:22]2[CH:17]([CH2:18][CH2:19][CH2:20][CH2:21]2)[N:16](C(OC(C)(C)C)=O)[CH2:15]1)([C:8]1[CH:13]=[CH:12][CH:11]=[CH:10][CH:9]=1)[C:2]1[CH:7]=[CH:6][CH:5]=[CH:4][CH:3]=1.[ClH:31]>C(OCC)(=O)C>[ClH:31].[ClH:31].[CH:1]([CH:14]1[CH2:15][NH:16][CH:17]2[CH:22]([CH2:21][CH2:20][CH2:19][CH2:18]2)[NH:23]1)([C:8]1[CH:13]=[CH:12][CH:11]=[CH:10][CH:9]=1)[C:2]1[CH:3]=[CH:4][CH:5]=[CH:6][CH:7]=1 |f:3.4.5|. Procedure details: Tert-Butyl (3RS,4aSR,8aSR)-3-benzhydryloctahydroquinoxaline-1-carboxylate (42 mg) was dissolved in 4N ethyl acetate solution of hydrogen chloride (4 ml) and the mixture was stirred at ambient temperature for 3 hours. The volatile materials were removed under reduced pressure to give (2RS,4aSR,8aSR)-2-benzhydryldecahydroquinoxaline dihydrochloride (28 mg). The reactants are ClCCl, O=C=NC1CC1c1ccccc1, COC(=O)C1CN(C(=O)OC(C)(C)C)CCN1. Product: COC(=O)C1CN(C(=O)OC(C)(C)C)CCN1C(=O)NC1CC1c1ccccc1. As a reaction SMILES: [Cl:30][CH2:31][Cl:32].[N:18](=[C:19]=[O:20])[CH:21]1[CH:22]([c:24]2[cH:25][cH:26][cH:27][cH:28][cH:29]2)[CH2:23]1.[N:1]1([C:11](=[O:12])[O:13][C:14]([CH3:15])([CH3:16])[CH3:17])[CH2:2][CH:3]([C:7](=[O:8])[O:9][CH3:10])[NH:4][CH2:5][CH2:6]1>>[N:1]1([C:11](=[O:12])[O:13][C:14]([CH3:15])([CH3:16])[CH3:17])[CH2:2][CH:3]([C:7](=[O:8])[O:9][CH3:10])[N:4]([C:19]([NH:18][CH:21]2[CH:22]([c:24]3[cH:25][cH:26][cH:27][cH:28][cH:29]3)[CH2:23]2)=[O:20])[CH2:5][CH2:6]1. Starting materials: CC(=O)O, Cn1c(=O)oc2ccc([N+](=O)[O-])cc21, [H][H]. The product is Cn1c(=O)oc2ccc(N)cc21. Reaction SMILES: [CH3:17][C:18](=[O:19])[OH:20].[CH3:1][n:2]1[c:3](=[O:14])[o:4][c:5]2[c:6]1[cH:7][c:8]([N+:11]([O-:12])=[O:13])[cH:9][cH:10]2.[H:15][H:16]>>[CH3:1][n:2]1[c:3](=[O:14])[o:4][c:5]2[c:6]1[cH:7][c:8]([NH2:11])[cH:9][cH:10]2. RXN SMILES: [CH3:1][C:2]1[CH:7]=[CH:6][C:5]([S:8]([O:11][CH2:12][C@@H:13]2[O:18][C:17]3[CH:19]=[CH:20][C:21]([F:23])=[CH:22][C:16]=3[O:15][CH2:14]2)(=[O:10])=[O:9])=[CH:4][CH:3]=1.[N+:24]([O-])([OH:26])=[O:25]>ClCCCl>[CH3:1][C:2]1[CH:7]=[CH:6][C:5]([S:8]([O:11][CH2:12][CH:13]2[O:18][C:17]3[CH:19]=[C:20]([N+:24]([O-:26])=[O:25])[C:21]([F:23])=[CH:22][C:16]=3[O:15][CH2:14]2)(=[O:10])=[O:9])=[CH:4][CH:3]=1. Conditions: temperature 0 celsius, time 2 hour. Product: CC1=CC=C(C=C1)S(=O)(=O)OCC1COC2=C(O1)C=C(C(=C2)F)[N+](=O)[O-] ([7-Nitro-6-fluoro-2,3-dihydro-1,4-benzodioxin-2y]methyl 4-Methylbenzenesulfonate). Procedure details: To a solution of 19.0 g (56.2 mmole) of {(2R)-6-fluoro-2,3-dihydro-1,4-benzodioxin-2-yl}methyl 4-methylbenzenesulfonate in 200 mL of 1,2-dichloro-ethane in an ice/water bath was added dropwise a solution of 8.35 mL (0.197 mole) of fuming nitric acid (d 1.49) and the mixture was stirred for 2 hours at 0° C. After the reaction was complete, it was quenched with ice and diluted with 500 mL of methylene chloride. After the ice had melted, the organic layer was separated and washed with equal volumes... The reactants are CC1=CC=C(C=C1)S(=O)(=O)OC[C@H]1COC2=C(O1)C=CC(=C2)F ({(2R)-6-fluoro-2,3-dihydro-1,4-benzodioxin-2-yl}methyl 4-methylbenzenesulfonate), [N+](=O)(O)[O-] (nitric acid). Solvent: ClCCCl (1,2-dichloro-ethane). Reactants: CO, COC(=O)COc1cc2c(c(Cl)c1Cl)C1=CC(=O)CCC1(C(C)C)C2, [Na+], [OH-]. The product is CC(C)C12CCC(=O)C=C1c1c(cc(OCC(=O)O)c(Cl)c1Cl)C2. RXN SMILES: [CH3:28][OH:29].[Cl:1][c:2]1[c:3]2[c:11]([cH:12][c:13]([O:16][CH2:17][C:18](=[O:19])[O:20][CH3:21])[c:14]1[Cl:15])[CH2:10][C:9]1([CH:22]([CH3:23])[CH3:24])[C:4]2=[CH:5][C:6](=[O:25])[CH2:7][CH2:8]1.[Na+:27].[OH-:26]>>[Cl:1][c:2]1[c:3]2[c:11]([cH:12][c:13]([O:16][CH2:17][C:18](=[O:19])[OH:20])[c:14]1[Cl:15])[CH2:10][C:9]1([CH:22]([CH3:23])[CH3:24])[C:4]2=[CH:5][C:6](=[O:25])[CH2:7][CH2:8]1.